From a dataset of the Open Reaction Database (ORD), a public repository of structured organic reaction records. describe an organic reaction: reactants, conditions, products, and yield The reactants are [Br-], [K+], NCCO, O=C(c1ccn2c1CSC2c1cccnc1)c1c[nH]c2cc(-c3ccc(F)cc3)ccc12, O=C(c1ccn2c1CSC2c1cccnc1)c1c[nH]c2cc(OCc3ccccc3)ccc12. Product: O=C(c1ccn2c1CSC2c1cccnc1)c1cn(C(=O)NCCO)c2cc(-c3ccc(F)cc3)ccc12. Reaction SMILES: [Br-:70].[K+:71].[NH2:66][CH2:67][CH2:68][OH:69].[n:1]1[cH:2][c:3]([CH:7]2[S:8][CH2:9][c:10]3[n:11]2[cH:12][cH:13][c:14]3[C:15](=[O:16])[c:17]2[cH:18][nH:19][c:20]3[cH:21][c:22](-[c:26]4[cH:27][cH:28][c:29]([F:32])[cH:30][cH:31]4)[cH:23][cH:24][c:25]23)[cH:4][cH:5][cH:6]1.[n:33]1[cH:34][cH:35][cH:36][c:37]([CH:38]2[n:39]3[cH:40][cH:41][c:42]([C:47]([c:43]4[c:44]5[c:45]([cH:46][c:49]([O:50][CH2:51][c:52]6[cH:53][cH:54][cH:55][cH:56][cH:57]6)[cH:58][cH:59]5)[nH:60][cH:61]4)=[O:48])[c:62]3[CH2:63][S:64]2)[cH:65]1>>[n:1]1[cH:2][c:3]([CH:7]2[S:8][CH2:9][c:10]3[n:11]2[cH:12][cH:13][c:14]3[C:15](=[O:16])[c:17]2[cH:18][n:19]([C:47](=[O:48])[NH:66][CH2:67][CH2:68][OH:69])[c:20]3[cH:21][c:22](-[c:26]4[cH:27][cH:28][c:29]([F:32])[cH:30][cH:31]4)[cH:23][cH:24][c:25]23)[cH:4][cH:5][cH:6]1.